This data is from the Open Reaction Database (ORD), a public repository of structured organic reaction records. The task is: describe an organic reaction: reactants, conditions, products, and yield Starting materials: C(C)[C@@H](C1=CC=CC=C1)NC(=O)C1=C(C(=NC2=CC=CC=C12)C1=CC=CC=C1)O ((S)-N-(α-ethylbenzyl)-3-hydroxy-2-phenylquinoline-4-carboxamide), C(=O)([O-])[O-].[K+].[K+] (K2CO3), BrCC#N (bromoacetonitrile). As a reaction SMILES: [CH2:1]([C@H:3]([NH:10][C:11]([C:13]1[C:22]2[C:17](=[CH:18][CH:19]=[CH:20][CH:21]=2)[N:16]=[C:15]([C:23]2[CH:28]=[CH:27][CH:26]=[CH:25][CH:24]=2)[C:14]=1[OH:29])=[O:12])[C:4]1[CH:9]=[CH:8][CH:7]=[CH:6][CH:5]=1)[CH3:2].C([O-])([O-])=O.[K+].[K+].Br[CH2:37][C:38]#[N:39]>C1COCC1>[CH2:1]([C@H:3]([NH:10][C:11]([C:13]1[C:22]2[C:17](=[CH:18][CH:19]=[CH:20][CH:21]=2)[N:16]=[C:15]([C:23]2[CH:24]=[CH:25][CH:26]=[CH:27][CH:28]=2)[C:14]=1[O:29][CH2:37][C:38]#[N:39])=[O:12])[C:4]1[CH:5]=[CH:6][CH:7]=[CH:8][CH:9]=1)[CH3:2] |f:1.2.3|. The yield is 95.3%. Reported procedure: 2.0 g (5.23 mmol) of (S)-N-(α-ethylbenzyl)-3-hydroxy-2-phenylquinoline-4-carboxamide (compound of Description 1), 2.21 g of K2CO3, 0.26 g (1.57 mmol) of KI and 0.52 ml (7.85 mmol) of bromoacetonitrile were stirred in 30 ml of dry THF for 5 hours. The inorganic salts were filtered off and the filtrate was evaporated in vacuo to dryness. The residue was dissolved in CH2Cl2 and the organic phase was washed with H2O, sat. sol. NaHCO3, sat. sol. NaCl, separated, dried over Na2SO4 and evaporated in va... Solvent: C1CCOC1 (THF). Product: C(C)[C@@H](C1=CC=CC=C1)NC(=O)C1=C(C(=NC2=CC=CC=C12)C1=CC=CC=C1)OCC#N ((S)-N-(a-ethylbenzyl)-3-(cyanomethoxy)-2-phenylquinoline-4-carboxamide).